Dataset: the Open Reaction Database (ORD), a public repository of structured organic reaction records. Task: describe an organic reaction: reactants, conditions, products, and yield RXN SMILES: [ClH:40].[O:41]1[CH2:42][CH2:43][O:44][CH2:45][CH2:46]1.[OH:1][c:2]1[c:3]([CH3:39])[c:4]2[c:9]([c:10]([CH3:13])[c:11]1[CH3:12])[O:8][C:7]([CH3:14])([CH2:15][O:16][c:17]1[cH:18][cH:19][c:20]([CH2:21][CH:22]3[C:23](=[O:36])[N:24]([CH2:28][C:29](=[O:30])[O:31][C:32]([CH3:33])([CH3:34])[CH3:35])[C:25](=[O:27])[S:26]3)[cH:37][cH:38]1)[CH2:6][CH2:5]2>>[OH:1][c:2]1[c:3]([CH3:39])[c:4]2[c:9]([c:10]([CH3:13])[c:11]1[CH3:12])[O:8][C:7]([CH3:14])([CH2:15][O:16][c:17]1[cH:18][cH:19][c:20]([CH2:21][CH:22]3[C:23](=[O:36])[N:24]([CH2:28][C:29](=[O:30])[OH:31])[C:25](=[O:27])[S:26]3)[cH:37][cH:38]1)[CH2:6][CH2:5]2. Reactants: Cl, C1COCCO1, Cc1c(C)c2c(c(C)c1O)CCC(C)(COc1ccc(CC3SC(=O)N(CC(=O)OC(C)(C)C)C3=O)cc1)O2. The product is Cc1c(C)c2c(c(C)c1O)CCC(C)(COc1ccc(CC3SC(=O)N(CC(=O)O)C3=O)cc1)O2. The reactants are C(C)(C)(C)OC(=O)N1[C@@H]([C@H]2CC(C[C@H]2C1)C)CNCC1=CC=CC=C1 ((1S,2S,5R)-2-(benzylamino-methyl)-7-methyl-3-aza-bicyclo[3.3.0]-octane-3-carboxylic acid tert.-butyl ester). The reagents and catalysts are [Pd] (Pd/C). The solvent is CCO (EtOH). Run at time 16 hour. Product: C(C)(C)(C)OC(=O)N1[C@@H]([C@H]2CC(C[C@H]2C1)C)CN ((1S,2S,5R)-2-aminomethyl-7-methyl-3-aza-bicyclo[3.3.0]-octane-3-carboxylic acid tert.-butyl ester). Reaction SMILES: [C:1]([O:5][C:6]([N:8]1[CH2:15][C@H:14]2[C@H:10]([CH2:11][CH:12]([CH3:16])[CH2:13]2)[C@H:9]1[CH2:17][NH:18]CC1C=CC=CC=1)=[O:7])([CH3:4])([CH3:3])[CH3:2]>CCO.[Pd]>[C:1]([O:5][C:6]([N:8]1[CH2:15][C@H:14]2[C@H:10]([CH2:11][CH:12]([CH3:16])[CH2:13]2)[C@H:9]1[CH2:17][NH2:18])=[O:7])([CH3:3])([CH3:4])[CH3:2]. Procedure: A solution of (1S,2S,5R)-2-(benzylamino-methyl)-7-methyl-3-aza-bicyclo[3.3.0]-octane-3-carboxylic acid tert.-butyl ester (264 mg) in EtOH (12 mL) was treated with Pd/C 10% (100 mg) and stirred under hydrogen (1 bar) for 16 h. After filtration through celite and removal of the solvents the title compound was obtained as a colourless oil which was used without further purification. Starting materials: ClCCl, O=C(O)C(F)(F)F, NCCN, C[Si](C)(C)CCOCn1ccc2c(-c3cnn(C(CC#N)C4CCC(CO)C4)c3)ncnc21. Product: N#CCC(C1CCC(CO)C1)n1cc(-c2ncnc3[nH]ccc23)cn1. RXN SMILES: [Cl:45][CH2:46][Cl:47].[F:34][C:35]([F:36])([F:37])[C:38]([OH:39])=[O:40].[NH2:41][CH2:42][CH2:43][NH2:44].[OH:1][CH2:2][CH:3]1[CH2:4][CH:5]([CH:8]([CH2:9][C:10]#[N:11])[n:12]2[n:13][cH:14][c:15](-[c:17]3[c:18]4[c:19]([n:20][cH:21][n:22]3)[n:23]([CH2:26][O:27][CH2:28][CH2:29][Si:30]([CH3:31])([CH3:32])[CH3:33])[cH:24][cH:25]4)[cH:16]2)[CH2:6][CH2:7]1>>[OH:1][CH2:2][CH:3]1[CH2:4][CH:5]([CH:8]([CH2:9][C:10]#[N:11])[n:12]2[n:13][cH:14][c:15](-[c:17]3[c:18]4[c:19]([n:20][cH:21][n:22]3)[nH:23][cH:24][cH:25]4)[cH:16]2)[CH2:6][CH2:7]1. Reactants: C1(=CC=CC=C1)P(=O)(C1=CC=CC=C1)N=[N+]=[N-] (diphenyl phosphoryl azide), C1(=CC=CC=C1)P(C1=CC=CC=C1)C1=CC=CC=C1 (triphenylphosphine), N(=NC(=O)OCC)C(=O)OCC (diethyl azodicarboxylate), O[C@@H]1C[C@H](N(C1)C(=O)OC(C)(C)C)CC(=O)OC (tert-butyl (2S,4R)-4-hydroxy-2-(2-methoxy-2-oxoethyl)pyrrolidine-1-carboxylate). The solvent is O1CCCC1 (tetrahydrofuran). Reaction conditions: time 15 minute. Yields the product N(=[N+]=[N-])[C@H]1C[C@H](N(C1)C(=O)OC(C)(C)C)CC(=O)OC (tert-Butyl (2S,4S)-4-azido-2-(2-methoxy-2-oxoethyl)pyrrolidine-1-carboxylate). The yield is 76.7%. As a reaction SMILES: O[C@H:2]1[CH2:6][N:5]([C:7]([O:9][C:10]([CH3:13])([CH3:12])[CH3:11])=[O:8])[C@H:4]([CH2:14][C:15]([O:17][CH3:18])=[O:16])[CH2:3]1.C1(P(C2C=CC=CC=2)C2C=CC=CC=2)C=CC=CC=1.N(C(OCC)=O)=NC(OCC)=O.C1(P([N:64]=[N+:65]=[N-:66])(C2C=CC=CC=2)=O)C=CC=CC=1>O1CCCC1>[N:64]([C@@H:2]1[CH2:6][N:5]([C:7]([O:9][C:10]([CH3:13])([CH3:12])[CH3:11])=[O:8])[C@H:4]([CH2:14][C:15]([O:17][CH3:18])=[O:16])[CH2:3]1)=[N+:65]=[N-:66]. Procedure details: To a stirred mixture of tert-butyl (2S,4R)-4-hydroxy-2-(2-methoxy-2-oxoethyl)pyrrolidine-1-carboxylate (3.00 g, 11.6 mmol, step 2 of Example 9) in tetrahydrofuran (50 mL) were added triphenylphosphine (4.55 g, 17.4 mmol) and diethyl azodicarboxylate solution (50% in toluene, 7.56 mL, 17.36 mmol) at room temperature. After stirring for 15 min, diphenyl phosphoryl azide (3.74 mL, 17.36 mmol) was added to the mixture. The resulting mixture was stirred at room temperature for 40 h and concentrated u... Reactants: FC1=CC=C(C=C1)N1CCNCC1 (1-(4-fluoro-phenyl)-piperazine), C(C)N(C(C)C)C(C)C (N-ethyl-diisopropylamine), ClC1=NC(=NC(=C1C#N)Cl)N(C)C1CC1 (4,6-dichloro-2-(cyclopropyl-methyl-amino)-pyrimidine-5-carbonitrile). The solvent is O1CCOCC1 (dioxane). The product is ClC1=NC(=NC(=C1C#N)N1CCN(CC1)C1=CC=C(C=C1)F)NCC1CC1 (4-chloro-2-(cyclopropylmethyl-amino)-6-[4-(4-fluoro-phenyl)-piperazin-1-yl]-pyrimidine-5-carbonitrile). Reaction SMILES: Cl[C:2]1[C:7]([C:8]#[N:9])=[C:6]([Cl:10])[N:5]=[C:4]([N:11]([CH:13]2[CH2:15][CH2:14]2)C)[N:3]=1.[F:16][C:17]1[CH:22]=[CH:21][C:20]([N:23]2[CH2:28][CH2:27][NH:26][CH2:25][CH2:24]2)=[CH:19][CH:18]=1.[CH2:29](N(C(C)C)C(C)C)C>O1CCOCC1>[Cl:10][C:6]1[C:7]([C:8]#[N:9])=[C:2]([N:26]2[CH2:27][CH2:28][N:23]([C:20]3[CH:19]=[CH:18][C:17]([F:16])=[CH:22][CH:21]=3)[CH2:24][CH2:25]2)[N:3]=[C:4]([NH:11][CH2:13][CH:15]2[CH2:14][CH2:29]2)[N:5]=1. Reported procedure: In analogy to the procedure described in example 20b, 4,6-dichloro-2-(cyclopropyl-methyl-amino)-pyrimidine-5-carbonitrile (example 63a) was treated with 1-(4-fluoro-phenyl)-piperazine in the presence of N-ethyl-diisopropylamine in dioxane at 90° C. to yield 4-chloro-2-(cyclopropylmethyl-amino)-6-[4-(4-fluoro-phenyl)-piperazin-1-yl]-pyrimidine-5-carbonitrile as an amorphous, white solid; MS: [M+H]+=387. Reactants: COC(CCC1NC(CC1C1=CC=C(C=C1)OC)=O)=O (3-(4-methoxyphenyl)-5-oxo-2-pyrrolidinepropanoic acid methyl ester), COC(CC(C1NC(CC1)=O)C1=CC=C(C=C1)OC)=O (β-(4-methoxyphenyl)-5-oxo-2-pyrrolidinepropanoic acid methyl ester), Cl (hydrochloric acid). Run in [OH-].[Na+] (sodium hydroxide). Product: COC1=CC=C(C=C1)C(CC(=O)O)C1NC(CC1)=O (β-(4-methoxyphenyl)-5-oxo-2-pyrrolidinepropanoic acid), COC1=CC=C(C=C1)C1C(NC(C1)=O)CCC(=O)O (3-(4-methoxyphenyl)-5-oxo-2-pyrrolidinepropanoic acid). RXN SMILES: C[O:2][C:3](=[O:20])[CH2:4][CH2:5][CH:6]1[CH:10]([C:11]2[CH:16]=[CH:15][C:14]([O:17][CH3:18])=[CH:13][CH:12]=2)[CH2:9][C:8](=[O:19])[NH:7]1.C[O:22][C:23](=[O:40])[CH2:24][CH:25]([C:32]1[CH:37]=[CH:36][C:35]([O:38][CH3:39])=[CH:34][CH:33]=1)[CH:26]1[CH2:30][CH2:29][C:28](=[O:31])[NH:27]1.Cl>[OH-].[Na+]>[CH3:39][O:38][C:35]1[CH:34]=[CH:33][C:32]([CH:25]([CH:26]2[CH2:30][CH2:29][C:28](=[O:31])[NH:27]2)[CH2:24][C:23]([OH:40])=[O:22])=[CH:37][CH:36]=1.[CH3:18][O:17][C:14]1[CH:15]=[CH:16][C:11]([CH:10]2[CH2:9][C:8](=[O:19])[NH:7][CH:6]2[CH2:5][CH2:4][C:3]([OH:20])=[O:2])=[CH:12][CH:13]=1 |f:3.4|. Reported procedure: A solution of 132.3 g of 3-(4-methoxyphenyl)-5-oxo-2-pyrrolidinepropanoic acid methyl ester and β-(4-methoxyphenyl)-5-oxo-2-pyrrolidinepropanoic acid methyl ester in 480 ml of 1 N aqueous sodium hydroxide solution is heated to 60° C. for four hours. Excess aqueous hydrochloric acid (3 N, 170 ml) is added and the solution concentrated under reduced pressure to give β-(4-methoxyphenyl)-5-oxo-2-pyrrolidinepropanoic acid and 3-(4-methoxyphenyl)-5-oxo-2-pyrrolidinepropanoic acid. The acids are dissol... Reaction SMILES: [CH3:1][C:2]1[CH:7]=[CH:6][CH:5]=[C:4]([CH3:8])[C:3]=1[N:9]=[C:10]=[S:11].[CH2:12]([NH2:14])[CH3:13]>>[CH3:8][C:4]1[CH:5]=[CH:6][CH:7]=[C:2]([CH3:1])[C:3]=1[NH:9][C:10]([NH:14][CH2:12][CH3:13])=[S:11]. Product: CC1=C(C(=CC=C1)C)NC(=S)NCC (N-(2,6-dimethylphenyl)-N′-ethylthiourea). The reactants are CC1=C(C(=CC=C1)C)N=C=S (2,6-Dimethylphenyl isothiocyanate), C(C)N (ethylamine). Run at time 1 hour. Procedure: 2,6-Dimethylphenyl isothiocyanate (16.3 g; 0.1 mol) was added dropwise to 110 mL of 70% aqueous ethylamine solution. The mixture was stirred for 1 hour at ambient temperature. Excess ethylamine was evaporated under a stream of nitrogen. The mixture was diluted with water (100 mL). The solid was collected by filtration and washed with water and dried to give 20.0 g of N-(2,6-dimethylphenyl)-N′-ethylthiourea.